This data is from the Open Reaction Database (ORD), a public repository of structured organic reaction records. The task is: describe an organic reaction: reactants, conditions, products, and yield The reactants are C[Si](C)(C)[N-][Si](C)(C)C.[Li+] (Lithium bis(trimethylsilyl)amide), CC(=O)C1=CC=C(C=C1)SC (4-methylthioacetophenone), C(C)OC(=O)Cl (Ethylchloroformate). The solvent is O1CCCC1 (tetrahydrofuran). Conditions: time 1 hour. The product is C(C)OC(CC(C1=CC=C(C=C1)C)=O)=O (ethyl(4-methyl)benzoylacetate). Isolated yield 65.9%. RXN SMILES: [CH3:1][Si]([N-][Si](C)(C)C)(C)C.[Li+].[CH3:11][C:12]([C:14]1[CH:19]=[CH:18][C:17](SC)=[CH:16][CH:15]=1)=[O:13].[CH2:22]([O:24][C:25](Cl)=[O:26])[CH3:23]>O1CCCC1>[CH2:22]([O:24][C:25](=[O:26])[CH2:11][C:12](=[O:13])[C:14]1[CH:19]=[CH:18][C:17]([CH3:1])=[CH:16][CH:15]=1)[CH3:23] |f:0.1|. Procedure details: Lithium bis(trimethylsilyl)amide (20% in tetrahydrofuran, 203.6 ml, 217 mmol) was added dropwise to a stirred solution of 4-methylthioacetophenone (20.2 g, 121 mmol) in dried tetrahydrofuran (300 ml) at −20° C. and stirring was continued for 1 hour at −20° C. Ethylchloroformate (19.8 g, 182 mmol) was added dropwise to the stirred reaction mixture at −20° C. and stirring was continued for 3 hours. The reaction was quenched with saturated ammonium chloride solution and extracted with ethylacetate.... Starting materials: ClC1=NC(=C(C2=CC=CC=C12)CC=1C=NC(=CC1)OC)C (1-chloro-4-[(6-methoxy-pyridin-3-yl)-methyl]-3-methylisoquinoline), ClC1=NC(=C(C2=CC=CC=C12)CC=1C=NC(=CC1)Cl)C (1-chloro-4-[(6-chloro-pyridin-3-yl)-methyl]-3-methylisoquinoline), FC(C=1C=C(N)C=CC1)(F)F (3-trifluoromethyl-aniline), Cl.O1CCOCC1 (HCl dioxane). The solvent is CO (methanol). Product: FC(C=1C=C(NC2=NC(=C(C3=CC=CC=C23)CC=2C=NC(=CC2)Cl)C)C=CC1)(F)F (1-(3-trifluoromethyl-anilino)-4-[(6-chloro-pyridin-3-yl)-methyl]-3-methylisoquinoline). As a reaction SMILES: ClC1C2C(=CC=CC=2)C(CC2C=NC(OC)=CC=2)=C(C)N=1.Cl[C:23]1[C:32]2[C:27](=[CH:28][CH:29]=[CH:30][CH:31]=2)[C:26]([CH2:33][C:34]2[CH:35]=[N:36][C:37]([Cl:40])=[CH:38][CH:39]=2)=[C:25]([CH3:41])[N:24]=1.[F:42][C:43]([F:52])([F:51])[C:44]1[CH:45]=[C:46]([CH:48]=[CH:49][CH:50]=1)[NH2:47].Cl.O1CCOCC1>CO>[F:42][C:43]([F:51])([F:52])[C:44]1[CH:45]=[C:46]([CH:48]=[CH:49][CH:50]=1)[NH:47][C:23]1[C:32]2[C:27](=[CH:28][CH:29]=[CH:30][CH:31]=2)[C:26]([CH2:33][C:34]2[CH:35]=[N:36][C:37]([Cl:40])=[CH:38][CH:39]=2)=[C:25]([CH3:41])[N:24]=1 |f:3.4|. Procedure details: Analogously to example 36, 0.70 g (2.3 mmol) of 1-chloro-4-[(6-methoxy-pyridin-3-yl)-methyl]-3-methylisoquinoline (contains traces of 1-chloro-4-[(6-chloro-pyridin-3-yl)-methyl]-3-methylisoquinoline as an impurity) in 15 ml of methanol are mixed with 741 mg (4.6 mmol) of 3-trifluoromethyl-aniline and 0.58 ml of 4 N HCl/dioxane and reacted for 18 h at 70° C. Extraction and column chromatography (SiO2, methylene chloride/diethylether 50:1→EtOAc→EtOAc/EtOH 10:1) yield 1-(3-trifluoromethyl-anilino)-... The reactants are C(C)(C)(C)OC(=O)N(CCNCC(=O)OCC)CCC1=CC=C(C=C1)[N+](=O)[O-] (ethyl [(2-{(tert-butoxycarbonyl)[2-(4-nitrophenyl)ethyl]amino}ethyl)amino]acetate), CCN(C(C)C)C(C)C (Hunig's base), Cl (HCl), O1CCOCC1 (dioxane). Reaction conditions: temperature 120 celsius. Product: N=1ON=C2C1C=CC(=C2)CCN2C(CNCC2)=O (1-[2-(2,1,3-Benzoxadiazol-5-yl)ethyl]piperazin-2-one). As a reaction SMILES: C(OC([N:8]([CH2:18][CH2:19][C:20]1[CH:25]=[CH:24][C:23]([N+:26]([O-:28])=O)=[CH:22][CH:21]=1)[CH2:9][CH2:10][NH:11][CH2:12][C:13](OCC)=[O:14])=O)(C)(C)C.Cl.O1CCOCC1.CC[N:38](C(C)C)C(C)C>>[N:26]1[O:28][N:38]=[C:24]2[CH:25]=[C:20]([CH2:19][CH2:18][N:8]3[CH2:9][CH2:10][NH:11][CH2:12][C:13]3=[O:14])[CH:21]=[CH:22][C:23]=12. Procedure: To a flask charged with ethyl [(2-{(tert-butoxycarbonyl)[2-(4-nitrophenyl)ethyl]amino}ethyl)amino]acetate (500 mg, 1.3 mmol) and a stir bar was added 4N HCl in dioxane (3.2 mL, 13 mmol). When LC indicated the reaction was done, solvents were removed under reduced pressure. The resulting residue was dissolved in ethanol (20 mL), and Hunig's base (1.1 mL, 6.4 mmol) was added to the solution. The reaction was heated to 120° C. for 16 hours. LC showed formation of the desired product, which was puri... The reactants are C(C)[Mg]Br (Ethylmagnesium bromide), CN1C(OC2=C1C=C(C=C2)C=2C=NC=CC2C=O)=O (3-(3-Methyl-2-oxo-2,3-dihydro-benzooxazol-5-yl)-pyridine-4-carbaldehyde). The solvent is C1CCOC1 (THF). Reaction conditions: time 3 hour. The product is OC(CC)C1=C(C=NC=C1)C=1C=CC2=C(N(C(O2)=O)C)C1 (5-(4-(1-hydroxypropyl)pyridin-3-yl)-3-methylbenzo[d]oxazol-2(3H)-one). The yield is 7.2%. Reaction SMILES: [CH2:1]([Mg]Br)[CH3:2].[CH3:5][N:6]1[C:10]2[CH:11]=[C:12]([C:15]3[CH:16]=[N:17][CH:18]=[CH:19][C:20]=3[CH:21]=[O:22])[CH:13]=[CH:14][C:9]=2[O:8][C:7]1=[O:23]>C1COCC1>[OH:22][CH:21]([C:20]1[CH:19]=[CH:18][N:17]=[CH:16][C:15]=1[C:12]1[CH:13]=[CH:14][C:9]2[O:8][C:7](=[O:23])[N:6]([CH3:5])[C:10]=2[CH:11]=1)[CH2:1][CH3:2]. Reported procedure: Ethylmagnesium bromide (3 M in THF, 0295 mL, 0.885 mmol) was added dropwise to a solution of 3-(3-Methyl-2-oxo-2,3-dihydro-benzooxazol-5-yl)-pyridine-4-carbaldehyde (75 mg, 0.295 mmol) in THF (2 mL) at −36° C. The resulting mixture was stirred at this temperature for 3 h, and the reaction was quenched by the addition of saturated NH4Cl solution. The mixture was diluted with ethyl acetate and water. The organic layer was separated and dried over anhydrous Na2SO4. After filtration and concentratio... Starting materials: [Al+3], COc1ccccc1, [Cl-], [Cl-], [Cl-], Cl, O=C(Cl)c1ccc([N+](=O)[O-])cc1, O, S=C=S. Product: COc1ccc(C(=O)c2ccc([N+](=O)[O-])cc2)cc1. RXN SMILES: [Al+3:22].[CH3:13][O:14][c:15]1[cH:16][cH:17][cH:18][cH:19][cH:20]1.[Cl-:21].[Cl-:23].[Cl-:24].[ClH:25].[N+:1](=[O:2])([O-:3])[c:4]1[cH:5][cH:6][c:7]([C:8](=[O:9])[Cl:10])[cH:11][cH:12]1.[OH2:29].[S:26]=[C:27]=[S:28]>>[N+:1](=[O:2])([O-:3])[c:4]1[cH:5][cH:6][c:7]([C:8](=[O:9])[c:18]2[cH:17][cH:16][c:15]([O:14][CH3:13])[cH:20][cH:19]2)[cH:11][cH:12]1.